Dataset: the Open Reaction Database (ORD), a public repository of structured organic reaction records. Task: describe an organic reaction: reactants, conditions, products, and yield The product is CC(C)(C)OC(=O)N1CCC(Oc2ccc(NC(=O)OCc3ccccc3)cc2)CC1. Starting materials: CC(C)(C)OC(=O)N1CCC(Oc2ccc(N)cc2)CC1, O=C(Cl)OCc1ccccc1, [Na+], C1CCOC1, O=C([O-])O. RXN SMILES: [C:1]([CH3:2])([CH3:3])([CH3:4])[O:5][C:6](=[O:7])[N:8]1[CH2:9][CH2:10][CH:11]([O:14][c:15]2[cH:16][cH:17][c:18]([NH2:21])[cH:19][cH:20]2)[CH2:12][CH2:13]1.[C:27]([O:28][CH2:29][c:30]1[cH:31][cH:32][cH:33][cH:34][cH:35]1)(=[O:36])[Cl:37].[Na+:22].[O:38]1[CH2:39][CH2:40][CH2:41][CH2:42]1.[OH:23][C:24](=[O:25])[O-:26]>>[C:1]([CH3:2])([CH3:3])([CH3:4])[O:5][C:6](=[O:7])[N:8]1[CH2:9][CH2:10][CH:11]([O:14][c:15]2[cH:16][cH:17][c:18]([NH:21][C:27]([O:28][CH2:29][c:30]3[cH:31][cH:32][cH:33][cH:34][cH:35]3)=[O:36])[cH:19][cH:20]2)[CH2:12][CH2:13]1. Yields the product COC1=C(C=C(C=C1)C1=CC=CC(=N1)C#N)C1C=2C(CC(CC2OC=2CC(CC(C12)=O)(C)C)(C)C)=O (6-[4-Methoxy-3-(3,3,6,6-tetramethyl-1,8-dioxo-2,3,4,5,6,7,8,9-octahydro-1H-xanthen-9-yl)phenyl]pyridine-2-carbonitrile). Reactants: COC1=C(C=C(C=C1)B(O)O)C1C=2C(CC(CC2OC=2CC(CC(C12)=O)(C)C)(C)C)=O ([4-Methoxy-3-(3,3,6,6-tetramethyl-1,8-dioxo-2,3,4,5,6,7,8,9-octahydro-1H-xanthen-9-yl)phenyl]boronic acid), ClC1=CC=CC(=N1)C#N (6-chloropyridine-2-carbonitrile), C([O-])([O-])=O.[Na+].[Na+] (sodium carbonate). Reagents/catalysts: C=1C=CC(=CC1)[P](C=2C=CC=CC2)(C=3C=CC=CC3)[Pd]([P](C=4C=CC=CC4)(C=5C=CC=CC5)C=6C=CC=CC6)([P](C=7C=CC=CC7)(C=8C=CC=CC8)C=9C=CC=CC9)[P](C=1C=CC=CC1)(C=1C=CC=CC1)C=1C=CC=CC1 (tetrakis(triphenylphosphine)palladium(0)). The solvent is O (water), COCCOC (1,2-dimethoxyethane), O (water). The yield is 95.3%. Run at temperature 90 celsius, time 45 minute. Procedure: A suspension of the [4-methoxy-3-(3,3,6,6-tetramethyl-1,8-dioxo-2,3,4,5,6,7,8,9-octahydro-1H-xanthen-9-yl)phenyl]boronic acid produced in Example 1-1 (1.01 g, 2.37 mmol), 6-chloropyridine-2-carbonitrile (342 mg, 2.37 mmol), sodium carbonate (1.01 g, 9.48 mmol), and tetrakis(triphenylphosphine)palladium(0) (137 mg, 0.12 mmol) in 1,2-dimethoxyethane (20.1 ml) and water (8.7 ml) was prepared at room temperature, and the suspension thus prepared was then stirred at 90° C. for 45 minutes. After air-c... As a reaction SMILES: [CH3:1][O:2][C:3]1[CH:8]=[CH:7][C:6](B(O)O)=[CH:5][C:4]=1[CH:12]1[C:25]2[C:24](=[O:26])[CH2:23][C:22]([CH3:28])([CH3:27])[CH2:21][C:20]=2[O:19][C:18]2[CH2:17][C:16]([CH3:30])([CH3:29])[CH2:15][C:14](=[O:31])[C:13]1=2.Cl[C:33]1[N:38]=[C:37]([C:39]#[N:40])[CH:36]=[CH:35][CH:34]=1.C(=O)([O-])[O-].[Na+].[Na+]>COCCOC.O.C1C=CC([P]([Pd]([P](C2C=CC=CC=2)(C2C=CC=CC=2)C2C=CC=CC=2)([P](C2C=CC=CC=2)(C2C=CC=CC=2)C2C=CC=CC=2)[P](C2C=CC=CC=2)(C2C=CC=CC=2)C2C=CC=CC=2)(C2C=CC=CC=2)C2C=CC=CC=2)=CC=1>[CH3:1][O:2][C:3]1[CH:8]=[CH:7][C:6]([C:33]2[N:38]=[C:37]([C:39]#[N:40])[CH:36]=[CH:35][CH:34]=2)=[CH:5][C:4]=1[CH:12]1[C:25]2[C:24](=[O:26])[CH2:23][C:22]([CH3:28])([CH3:27])[CH2:21][C:20]=2[O:19][C:18]2[CH2:17][C:16]([CH3:30])([CH3:29])[CH2:15][C:14](=[O:31])[C:13]1=2 |f:2.3.4,^1:57,59,78,97|. Reactants: CO, Cl, COc1ccc2ncc(F)c(N3CCC4(CC3)CC(O)C(NC(=O)OC(C)(C)C)C4)c2n1, C1COCCO1. Yields the product COc1ccc2ncc(F)c(N3CCC4(CC3)CC(N)C(O)C4)c2n1. RXN SMILES: [CH3:40][OH:41].[ClH:33].[F:1][c:2]1[cH:3][n:4][c:5]2[cH:6][cH:7][c:8]([O:31][CH3:32])[n:9][c:10]2[c:11]1[N:12]1[CH2:13][CH2:14][C:15]2([CH2:16][CH:17]([OH:28])[CH:18]([NH:20][C:21](=[O:22])[O:23][C:24]([CH3:25])([CH3:26])[CH3:27])[CH2:19]2)[CH2:29][CH2:30]1.[O:34]1[CH2:35][CH2:36][O:37][CH2:38][CH2:39]1>>[F:1][c:2]1[cH:3][n:4][c:5]2[cH:6][cH:7][c:8]([O:31][CH3:32])[n:9][c:10]2[c:11]1[N:12]1[CH2:13][CH2:14][C:15]2([CH2:16][CH:17]([OH:28])[CH:18]([NH2:20])[CH2:19]2)[CH2:29][CH2:30]1. Reactants: BrC1=CC=2C(C=3C=C4C(=CC3C(C2C=C1)(O)C1=CC=CC2=CC=CC=C12)C1=CC=CC=C1C4(C)C)(O)C4=CC=CC1=CC=CC=C41 (9-bromo-13,13-dimethyl-6,11-di(naphthalen-1-yl)-11,13-dihydro-6H-indeno[1,2-b]anthracene-6,11-diol), [I-].[K+] (potassium iodide), [PH2](=O)[O-].[Na+] (sodium hypophosphite). Run in C(C)(=O)O (acetic acid). Reaction conditions: time 5 hour. Product: BrC1=CC2=C(C=3C=C4C(=CC3C(=C2C=C1)C1=CC=CC2=CC=CC=C12)C1=CC=CC=C1C4(C)C)C4=CC=CC1=CC=CC=C41 (9-bromo-13,13-dimethyl-6,11-di(naphthalen-1-yl)-13H-indeno[1,2-b]anthracene). The yield is 57.7%. RXN SMILES: [Br:1][C:2]1[CH:15]=[CH:14][C:13]2[C:12]([C:17]3[C:26]4[C:21](=[CH:22][CH:23]=[CH:24][CH:25]=4)[CH:20]=[CH:19][CH:18]=3)(O)[C:11]3[CH:10]=[C:9]4[C:27]5[C:32]([C:33]([CH3:35])([CH3:34])[C:8]4=[CH:7][C:6]=3[C:5]([C:37]3[C:46]4[C:41](=[CH:42][CH:43]=[CH:44][CH:45]=4)[CH:40]=[CH:39][CH:38]=3)(O)[C:4]=2[CH:3]=1)=[CH:31][CH:30]=[CH:29][CH:28]=5.[I-].[K+].[PH2]([O-])=O.[Na+]>C(O)(=O)C>[Br:1][C:2]1[CH:15]=[CH:14][C:13]2[C:4](=[C:5]([C:37]3[C:46]4[C:41](=[CH:42][CH:43]=[CH:44][CH:45]=4)[CH:40]=[CH:39][CH:38]=3)[C:6]3[CH:7]=[C:8]4[C:33]([CH3:35])([CH3:34])[C:32]5[C:27](=[CH:28][CH:29]=[CH:30][CH:31]=5)[C:9]4=[CH:10][C:11]=3[C:12]=2[C:17]2[C:26]3[C:21](=[CH:22][CH:23]=[CH:24][CH:25]=3)[CH:20]=[CH:19][CH:18]=2)[CH:3]=1 |f:1.2,3.4|. Procedure: 9-bromo-13,13-dimethyl-6,11-di(naphthalen-1-yl)-11,13-dihydro-6H-indeno[1,2-b]anthracene-6,11-diol (11.87 g, 0.018 mol), potassium iodide (29.88 g, 0.18 mol), and sodium hypophosphite (35.63 g, 0.297 mol) were placed in a flask, and were suspended in acetic acid (300 ml). The reaction mixture was stirred for five hours while heating. After the reaction was terminated, the reaction solution was added to an excess of distilled water. The resultant solid was washed with distilled water, filtered, a...